From a dataset of the Open Reaction Database (ORD), a public repository of structured organic reaction records. describe an organic reaction: reactants, conditions, products, and yield The reactants are SC1=CC=C(C#N)C=C1 (4-mercapto-benzonitrile), BrCC (bromoethane), C([O-])([O-])=O.[K+].[K+] (potassium carbonate). The solvent is CN(C)C=O (DMF). Yields the product C(C)SC1=CC=C(C#N)C=C1 (4-Ethylthio-benzonitrile). Isolated yield 82.8%. RXN SMILES: [SH:1][C:2]1[CH:9]=[CH:8][C:5]([C:6]#[N:7])=[CH:4][CH:3]=1.Br[CH2:11][CH3:12].C(=O)([O-])[O-].[K+].[K+]>CN(C=O)C>[CH2:11]([S:1][C:2]1[CH:9]=[CH:8][C:5]([C:6]#[N:7])=[CH:4][CH:3]=1)[CH3:12] |f:2.3.4|. Procedure details: Combine 4-mercapto-benzonitrile (0.4 g, 2.96 mmol), bromoethane (1.4 mL, 8.88 mmol) and potassium carbonate (3.3 g, 23.7 mmol) in anhydrous DMF (7 mL) and heat at 60° C. for 17 h. Cool the reaction mixture to ambient temperature and partition between brine (20 mL) and EtOAc (20 mL). Separate the organic layer, dry over anhydrous Na2SO4 and concentrate. Purify by chromatography on silica gel eluting with hexane/EtOAc (1:0, 9:1 and 4:1) to obtain the desired intermediate as a colorless oil (0.4 g,... Starting materials: CN(C=CC(=O)C1=CC=NC=C1)C (3-dimethylamino-1-(4-pyridyl)-2-propen-1-one), NC1=NNC=C1C(=O)OCC (ethyl 3-aminopyrazole-4-carboxylate). The solvent is C(C)(=O)O (acetic acid). Product: N1=CC=C(C=C1)C1=CC=NC=2N1N=CC2C(=O)OCC (Ethyl 7-(4-pyridyl)pyrazolo[1,5-a]pyrimidine-3-carboxylate). Reaction SMILES: C[N:2]([CH3:13])[CH:3]=[CH:4][C:5]([C:7]1[CH:12]=[CH:11][N:10]=[CH:9][CH:8]=1)=O.N[C:15]1[C:19]([C:20]([O:22][CH2:23][CH3:24])=[O:21])=C[NH:17][N:16]=1>C(O)(=O)C>[N:10]1[CH:9]=[CH:8][C:7]([C:5]2[N:17]3[N:16]=[CH:15][C:19]([C:20]([O:22][CH2:23][CH3:24])=[O:21])=[C:13]3[N:2]=[CH:3][CH:4]=2)=[CH:12][CH:11]=1. Procedure: A mixture of 3.52 g. of 3-dimethylamino-1-(4-pyridyl)-2-propen-1-one and 3.10 g. of ethyl 3-aminopyrazole-4-carboxylate in 50 ml. of glacial acetic acid is refluxed for 15 hours. The solvent is removed and the residue worked up as for Example 53 to give 3.0 g. of crystals, m.p. 209°-210° C. The reactants are ice water, [N+](=O)(O)[O-] (nitric acid), C(C)C1=C(C(=CC=C1)CC)NS(=O)(=O)C1=CC=C(C=C1)C (N-(2,6-diethylphenyl)-p-toluenesulfonamide), C(C)(=O)O (acetic acid), N(=O)[O-].[Na+] (sodium nitrite). The solvent is O (water). Reaction conditions: time 1.5 hour. Product: C(C)C1=C(C(=CC(=C1)[N+](=O)[O-])CC)NS(=O)(=O)C1=CC=C(C=C1)C (N-(2,6-diethyl-4-nitrophenyl)-p-toluenesulfonamide). As a reaction SMILES: [N+:1]([O-:4])(O)=[O:2].[CH2:5]([C:7]1[CH:12]=[CH:11][CH:10]=[C:9]([CH2:13][CH3:14])[C:8]=1[NH:15][S:16]([C:19]1[CH:24]=[CH:23][C:22]([CH3:25])=[CH:21][CH:20]=1)(=[O:18])=[O:17])[CH3:6].C(O)(=O)C.N([O-])=O.[Na+]>O>[CH2:5]([C:7]1[CH:12]=[C:11]([N+:1]([O-:4])=[O:2])[CH:10]=[C:9]([CH2:13][CH3:14])[C:8]=1[NH:15][S:16]([C:19]1[CH:24]=[CH:23][C:22]([CH3:25])=[CH:21][CH:20]=1)(=[O:17])=[O:18])[CH3:6] |f:3.4|. Procedure: To a solution of 115 ml nitric acid (d=1.42) in water (900 ml) are added successively 129.9 g (0.43 moles) of N-(2,6-diethylphenyl)-p-toluenesulfonamide, glacial acetic acid (900 ml) and sodium nitrite (3.2 g). The mixture is boiled on a steam bath for 1.5 hours, then poured into ice water (2 l). The precipitate is filtered, washed with water and air-dried to give crude N-(2,6-diethyl-4-nitrophenyl)-p-toluenesulfonamide. Reactants: CCOC(=O)Cc1c(SC)c2cc(F)ccc2n1Cc1ccc(Cl)cc1, C1CCOC1. Yields the product CSc1c(CC(=O)O)n(Cc2ccc(Cl)cc2)c2ccc(F)cc12. RXN SMILES: [Cl:1][c:2]1[cH:3][cH:4][c:5]([CH2:6][n:7]2[c:8]([CH2:19][C:20](=[O:21])[O:22][CH2:23][CH3:24])[c:9]([S:17][CH3:18])[c:10]3[cH:11][c:12]([F:16])[cH:13][cH:14][c:15]23)[cH:25][cH:26]1.[O:27]1[CH2:28][CH2:29][CH2:30][CH2:31]1>>[Cl:1][c:2]1[cH:3][cH:4][c:5]([CH2:6][n:7]2[c:8]([CH2:19][C:20](=[O:21])[OH:22])[c:9]([S:17][CH3:18])[c:10]3[cH:11][c:12]([F:16])[cH:13][cH:14][c:15]23)[cH:25][cH:26]1. Reactants: C(=O)N[C@@H](CC(=O)O)C(=O)O (N-formyl L-aspartic acid), C(C)(=O)OC(C)=O (acetic anhydride), C(C)(=O)[O-].[Na+] (sodium acetate), Cl.COC([C@@H](N)CC1=CC=CC=C1)=O (L-phenylalanine methyl ester hydrochloride). Run in C(C)(=O)O (acetic acid). Run at time 5 hour. Yields the product COC([C@@H](NC([C@@H](NC=O)CC(O)=O)=O)CC1=CC=CC=C1)=O (N-formyl-α-L-aspartyl-L-phenylalanine methyl ester). As a reaction SMILES: [CH:1]([NH:3][C@H:4]([C:9]([OH:11])=O)[CH2:5][C:6]([OH:8])=[O:7])=[O:2].C(OC(=O)C)(=O)C.C([O-])(=O)C.[Na+].Cl.[CH3:25][O:26][C:27](=[O:37])[C@H:28]([CH2:30][C:31]1[CH:36]=[CH:35][CH:34]=[CH:33][CH:32]=1)[NH2:29]>C(O)(=O)C>[CH3:25][O:26][C:27](=[O:37])[C@H:28]([CH2:30][C:31]1[CH:36]=[CH:35][CH:34]=[CH:33][CH:32]=1)[NH:29][C:9](=[O:11])[C@H:4]([CH2:5][C:6](=[O:7])[OH:8])[NH:3][CH:1]=[O:2] |f:2.3,4.5|. Procedure details: In 28.6 g of acetic acid, 16.1 g (0.1 mole) of N-formyl L-aspartic acid was suspended and 10.2 g (0.1 mole) of acetic anhydride was added. The mixture was warmed to 50°-55° C. and stirred for 5 hours at the same temperature. After finishing the reaction, the resulting mixture was cooled to 15°-20° C. and then 9.2 g (0.11 mole) of sodium acetate and 20.5 g (0.095 mole) of L-phenylalanine methyl ester hydrochloride were successively added at the same temperature. The reaction was carried out for 4... The reactants are O=C(Cl)c1ccccc1, ClCCl, CC(C)(C)NNC(=O)c1ccc(Cl)c(Cl)c1, [Na+], [OH-]. Yields the product CC(C)(C)N(NC(=O)c1ccc(Cl)c(Cl)c1)C(=O)c1ccccc1. As a reaction SMILES: [C:19]([c:20]1[cH:21][cH:22][cH:23][cH:24][cH:25]1)(=[O:26])[Cl:27].[CH2:28]([Cl:29])[Cl:30].[Cl:1][c:2]1[cH:3][c:4]([C:5](=[O:6])[NH:7][NH:8][C:9]([CH3:10])([CH3:11])[CH3:12])[cH:13][cH:14][c:15]1[Cl:16].[Na+:18].[OH-:17]>>[Cl:1][c:2]1[cH:3][c:4]([C:5](=[O:6])[NH:7][N:8]([C:9]([CH3:10])([CH3:11])[CH3:12])[C:19]([c:20]2[cH:21][cH:22][cH:23][cH:24][cH:25]2)=[O:26])[cH:13][cH:14][c:15]1[Cl:16].